Dataset: the Open Reaction Database (ORD), a public repository of structured organic reaction records. Task: describe an organic reaction: reactants, conditions, products, and yield The reactants are N#Cc1ccc(Cl)cc1O, OC(CCCl)c1ccccc1, CCOC(=O)N=NC(=O)OCC, C1CCOC1, c1ccc(P(c2ccccc2)c2ccccc2)cc1. Yields the product N#Cc1ccc(Cl)cc1OC(CCCl)c1ccccc1. RXN SMILES: [Cl:12][c:13]1[cH:14][c:15]([OH:21])[c:16]([C:17]#[N:18])[cH:19][cH:20]1.[Cl:1][CH2:2][CH2:3][CH:4]([OH:5])[c:6]1[cH:7][cH:8][cH:9][cH:10][cH:11]1.[O:41]=[C:42]([O:43][CH2:44][CH3:45])[N:46]=[N:47][C:48]([O:49][CH2:50][CH3:51])=[O:52].[O:53]1[CH2:54][CH2:55][CH2:56][CH2:57]1.[c:22]1([P:23]([c:24]2[cH:25][cH:26][cH:27][cH:28][cH:29]2)[c:30]2[cH:31][cH:32][cH:33][cH:34][cH:35]2)[cH:36][cH:37][cH:38][cH:39][cH:40]1>>[Cl:1][CH2:2][CH2:3][CH:4]([O:5][c:15]1[cH:14][c:13]([Cl:12])[cH:20][cH:19][c:16]1[C:17]#[N:18])[c:6]1[cH:7][cH:8][cH:9][cH:10][cH:11]1. Starting materials: C1COCCN1, C=CCN1C(=O)CNC1=S, CC(C)=O, CCOC(C)=O. Yields the product C=CCN1C(=O)C(=C(C)C)NC1=S. As a reaction SMILES: [CH2:15]1[NH:16][CH2:17][CH2:18][O:19][CH2:20]1.[CH2:5]([CH:6]=[CH2:7])[N:8]1[C:9](=[S:14])[NH:10][CH2:11][C:12]1=[O:13].[CH3:1][C:2]([CH3:3])=[O:4].[CH3:21][CH2:22][O:23][C:24](=[O:25])[CH3:26]>>[CH3:1][C:2]([CH3:3])=[C:11]1[NH:10][C:9](=[S:14])[N:8]([CH2:5][CH:6]=[CH2:7])[C:12]1=[O:13]. Starting materials: O=C(Cl)c1ccccc1, C1CCOC1, CCOC(C)=O, CCN(C(C)C)C(C)C, O=C1NC(=O)C(=Cc2ccc3c(c2)NCCO3)S1. Yields the product O=C1NC(=O)C(=Cc2ccc3c(c2)N(C(=O)c2ccccc2)CCO3)S1. As a reaction SMILES: [C:19]([c:20]1[cH:21][cH:22][cH:23][cH:24][cH:25]1)(=[O:26])[Cl:27].[CH2:43]1[O:44][CH2:45][CH2:46][CH2:47]1.[CH3:37][CH2:38][O:39][C:40]([CH3:41])=[O:42].[CH:28]([N:29]([CH2:30][CH3:31])[CH:32]([CH3:33])[CH3:34])([CH3:35])[CH3:36].[O:1]1[CH2:2][CH2:3][NH:4][c:5]2[c:6]1[cH:7][cH:8][c:9]([CH:11]=[C:12]1[C:13](=[O:18])[NH:14][C:15](=[O:17])[S:16]1)[cH:10]2>>[O:1]1[CH2:2][CH2:3][N:4]([C:19]([c:20]2[cH:21][cH:22][cH:23][cH:24][cH:25]2)=[O:26])[c:5]2[c:6]1[cH:7][cH:8][c:9]([CH:11]=[C:12]1[C:13](=[O:18])[NH:14][C:15](=[O:17])[S:16]1)[cH:10]2. The reactants are COc1c(C(C)C)cc(S(N)(=O)=O)c(C)c1C(=O)Cl, CCC(C)=O, NCC1CCCN1CC1CC1. Yields the product COc1c(C(C)C)cc(S(N)(=O)=O)c(C)c1C(=O)NCC1CCCN1CC1CC1. Reaction SMILES: [CH3:12][O:13][c:14]1[c:15]([C:16](=[O:17])[Cl:18])[c:19]([CH3:30])[c:20]([S:26]([NH2:27])(=[O:28])=[O:29])[cH:21][c:22]1[CH:23]([CH3:24])[CH3:25].[CH3:31][C:32]([CH2:33][CH3:34])=[O:35].[CH:1]1([CH2:4][N:5]2[CH:6]([CH2:10][NH2:11])[CH2:7][CH2:8][CH2:9]2)[CH2:2][CH2:3]1>>[CH:1]1([CH2:4][N:5]2[CH:6]([CH2:10][NH:11][C:16]([c:15]3[c:14]([O:13][CH3:12])[c:22]([CH:23]([CH3:24])[CH3:25])[cH:21][c:20]([S:26]([NH2:27])(=[O:28])=[O:29])[c:19]3[CH3:30])=[O:17])[CH2:7][CH2:8][CH2:9]2)[CH2:2][CH2:3]1. Starting materials: CC1(OCC(O1)CONC(C1=C(C(=C(C=C1)F)F)NC1=C(C=C(C=C1)I)F)=O)C (N-(2,2-dimethyl-[1,3]dioxolan-4-ylmethoxy)-3,4-difluoro-2-(2-fluoro-4-iodo-phenylamino)-benzamide), C1(=CC=C(C=C1)S(=O)(=O)O)C (p-toluene sulfonic acid), C1(=CC=C(C=C1)S(=O)(=O)O)C (p-toluene sulfonic acid). Solvent: CO (methanol), O (water), O (water). The product is OC(CONC(C1=C(C(=C(C=C1)F)F)NC1=C(C=C(C=C1)I)F)=O)CO (N-(2,3-dihydroxy-propoxy)-3,4-difluoro-2-(2-fluoro-4-iodo-phenylamino)-benzamide). RXN SMILES: CC1(C)[O:6][CH:5]([CH2:7][O:8][NH:9][C:10](=[O:28])[C:11]2[CH:16]=[CH:15][C:14]([F:17])=[C:13]([F:18])[C:12]=2[NH:19][C:20]2[CH:25]=[CH:24][C:23]([I:26])=[CH:22][C:21]=2[F:27])[CH2:4][O:3]1.C1(C)C=CC(S(O)(=O)=O)=CC=1>CO.O>[OH:6][CH:5]([CH2:4][OH:3])[CH2:7][O:8][NH:9][C:10](=[O:28])[C:11]1[CH:16]=[CH:15][C:14]([F:17])=[C:13]([F:18])[C:12]=1[NH:19][C:20]1[CH:25]=[CH:24][C:23]([I:26])=[CH:22][C:21]=1[F:27]. Procedure details: To a stirring solution of N-(2,2-dimethyl-[1,3]dioxolan-4-ylmethoxy)-3,4-difluoro-2-(2-fluoro-4-iodo-phenylamino)-benzamide (3.03 g, 5.81 mmol) in methanol (30 mL) and water (3 mL) at ambient temperature was added p-toluene sulfonic acid (0.11 g, 0.581 mmol). After 18 hours another 0.11 g of added p-toluene sulfonic acid and 2 mL of water was added. After an additional 24 hours the reaction mixture was concentrated in vacuo. The residue was partitioned between ethyl acetate and water. The organi... Reactants: CC(=O)NC1Cc2ccc(S(N)(=O)=O)cc2C1, C1CCOC1, N. Product: NC1Cc2ccc(S(N)(=O)=O)cc2C1. RXN SMILES: [C:1](=[O:2])([CH3:3])[NH:4][CH:5]1[CH2:6][c:7]2[cH:8][cH:9][c:10]([S:14]([NH2:15])(=[O:16])=[O:17])[cH:11][c:12]2[CH2:13]1.[CH2:19]1[O:20][CH2:21][CH2:22][CH2:23]1.[NH3:18]>>[NH2:4][CH:5]1[CH2:6][c:7]2[cH:8][cH:9][c:10]([S:14]([NH2:15])(=[O:16])=[O:17])[cH:11][c:12]2[CH2:13]1. Starting materials: [OH-].[Na+] (sodium hydroxide), C(C)OC(COC1=C(C=C(C=C1)SC1=CC(=CC(=C1)C#CCN1CCOCC1)OCC#CC)C)=O ({4-[3-But-2-ynyloxy-5-(3-morpholin-4-yl-prop-1-ynyl)-phenylsulfanyl]-2-methylphenoxy}-acetic acid ethyl ester), Cl (hydrochloric acid). Run in C(C)O (ethanol). Run at time 1 hour. Product: C(C#CC)OC=1C=C(C=C(C1)C#CCN1CCOCC1)SC1=CC(=C(OCC(=O)O)C=C1)C ({4-[3-But-2-ynyloxy-5-(3-morpholin-4-yl-prop-1-ynyl)-phenylsulfanyl]-2-methyl-phenoxy}-acetic Acid). Reaction SMILES: C([O:3][C:4](=[O:35])[CH2:5][O:6][C:7]1[CH:12]=[CH:11][C:10]([S:13][C:14]2[CH:19]=[C:18]([C:20]#[C:21][CH2:22][N:23]3[CH2:28][CH2:27][O:26][CH2:25][CH2:24]3)[CH:17]=[C:16]([O:29][CH2:30][C:31]#[C:32][CH3:33])[CH:15]=2)=[CH:9][C:8]=1[CH3:34])C.[OH-].[Na+].Cl>C(O)C>[CH2:30]([O:29][C:16]1[CH:15]=[C:14]([S:13][C:10]2[CH:11]=[CH:12][C:7]([O:6][CH2:5][C:4]([OH:35])=[O:3])=[C:8]([CH3:34])[CH:9]=2)[CH:19]=[C:18]([C:20]#[C:21][CH2:22][N:23]2[CH2:24][CH2:25][O:26][CH2:27][CH2:28]2)[CH:17]=1)[C:31]#[C:32][CH3:33] |f:1.2|. Reported procedure: {4-[3-But-2-ynyloxy-5-(3-morpholin-4-yl-prop-1-ynyl)-phenylsulfanyl]-2-methylphenoxy}-acetic acid ethyl ester (150 mg; 0.30 mmol) was dissolved in ethanol (15 mL), and aqueous 1 N sodium hydroxide (3 mL) was added. The reaction mixture was stirred for 1 h, acidified with 1 N aqueous hydrochloric acid, and extracted with ethyl acetate. The organic phase was dried and evaporated to dryness. Yield: 140 mg. HPLC-MS: m/z: 466.0 (M+); Rt: 1.60 min. Starting materials: COC(=O)OC1C=C2CC(O)C3OC3C2(C)C2CCC3(C)C(C(C)C4OCC(C)(C)CO4)CCC3C12, CC(C1OCC(C)(C)CO1)C1CCC2C3C(O)C=C4CC(O)C5OC5C4(C)C3CCC12C. The product is COC(=O)OC1C=C2CC(O)C3OC3C2(C)C2CCC3(C)C(C(C)C=O)CCC3C12. As a reaction SMILES: [CH3:1][C:2]1([CH3:3])[CH2:6][O:7][CH:5]([CH:8]([CH3:9])[CH:10]2[CH2:11][CH2:12][CH:13]3[CH:14]4[CH:15]([O:31][C:32](=[O:33])[O:34][CH3:35])[CH:16]=[C:17]5[CH2:18][CH:19]([OH:30])[CH:20]6[CH:21]([C:22]5([CH3:23])[CH:24]4[CH2:25][CH2:26][C:27]23[CH3:28])[O:29]6)[O:4][CH2:36]1.[CH3:37][C:38]1([CH3:39])[CH2:40][O:41][CH:42]([CH:43]([CH:44]2[C:45]3([CH3:46])[CH:47]([CH:48]4[CH:49]([CH2:50][CH2:51]3)[C:52]3([CH3:53])[C:54](=[CH:61][CH:62]4[OH:63])[CH2:55][CH:56]([OH:57])[CH:58]4[O:59][CH:60]34)[CH2:64][CH2:65]2)[CH3:66])[O:67][CH2:68]1>>[O:4]=[CH:5][CH:8]([CH3:9])[CH:10]1[CH2:11][CH2:12][CH:13]2[CH:14]3[CH:15]([O:31][C:32](=[O:33])[O:34][CH3:35])[CH:16]=[C:17]4[CH2:18][CH:19]([OH:30])[CH:20]5[CH:21]([C:22]4([CH3:23])[CH:24]3[CH2:25][CH2:26][C:27]12[CH3:28])[O:29]5. Reactants: NC[C@H]1N(CCC[C@H]1C)C(=O)C1=C(C=CC(=C1)C)C=1C=NN(C1)C (((2S,3R)-2-(aminomethyl)-3-methylpiperidin-1-yl)(5-methyl-2-(1-methyl-1H-pyrazol-4-yl)phenyl)methanone), FC1=NC=C(C=C1)C(F)(F)F (2-fluoro-5-(trifluoromethyl)pyridine), C(=O)([O-])[O-].[K+].[K+] (K2CO3). The solvent is CN(C)C=O (DMF). Run at temperature 100 celsius. Product: C[C@H]1[C@H](N(CCC1)C(=O)C1=C(C=CC(=C1)C)C=1C=NN(C1)C)CNC1=NC=C(C=C1)C(F)(F)F (((2S,3R)-3-Methyl-2-(((5-(trifluoromethyl)pyridin-2-yl)amino)methyl)piperidin-1-yl)(5-methyl-2-(1-methyl-1H-pyrazol-4-yl)phenyl)methanone). RXN SMILES: [NH2:1][CH2:2][C@@H:3]1[C@H:8]([CH3:9])[CH2:7][CH2:6][CH2:5][N:4]1[C:10]([C:12]1[CH:17]=[C:16]([CH3:18])[CH:15]=[CH:14][C:13]=1[C:19]1[CH:20]=[N:21][N:22]([CH3:24])[CH:23]=1)=[O:11].F[C:26]1[CH:31]=[CH:30][C:29]([C:32]([F:35])([F:34])[F:33])=[CH:28][N:27]=1.C([O-])([O-])=O.[K+].[K+]>CN(C=O)C>[CH3:9][C@@H:8]1[CH2:7][CH2:6][CH2:5][N:4]([C:10]([C:12]2[CH:17]=[C:16]([CH3:18])[CH:15]=[CH:14][C:13]=2[C:19]2[CH:20]=[N:21][N:22]([CH3:24])[CH:23]=2)=[O:11])[C@@H:3]1[CH2:2][NH:1][C:26]1[CH:31]=[CH:30][C:29]([C:32]([F:35])([F:34])[F:33])=[CH:28][N:27]=1 |f:2.3.4|. Reported procedure: A mixture of ((2S,3R)-2-(aminomethyl)-3-methylpiperidin-1-yl)(5-methyl-2-(1-methyl-1H-pyrazol-4-yl)phenyl)methanone (0.282 g, 0.864 mmol) and 2-fluoro-5-(trifluoromethyl)pyridine (0.29 g, 1.728 mmol) and anhydrous K2CO3 (0.24 g, 1.73 mmol) in DMF (10 mL) was heated at 100° C. overnight. The mixture was cooled to rt and the solvent was removed in vacuo. The crude was dissolved in EtOAc and washed with satd. NaHCO3, brine, and dried (MgSO4). The solvent was removed and the crude was purified by ch...